From a dataset of the Open Reaction Database (ORD), a public repository of structured organic reaction records. describe an organic reaction: reactants, conditions, products, and yield The reactants are C(C)(C)(C)OC(=O)N[C@@H](CO)C(=O)O (N-t-butoxycarbonyl-L-serine), NCC(=O)OC(C)(C)C (t-butyl glycinate), C1(CCCCC1)N=C=NC1CCCCC1 (Dicyclohexylcarbodiimide). Run in C(Cl)Cl (methylene chloride). Conditions: temperature 5 celsius, time 30 minute. The product is C(=O)(NC1CCCCC1)NC1CCCCC1 (dicyclohexylurea). Reaction SMILES: [CH:1]1([N:7]=[C:8]=[N:9][CH:10]2[CH2:15][CH2:14][CH2:13][CH2:12][CH2:11]2)[CH2:6][CH2:5][CH2:4][CH2:3][CH2:2]1.C([O:20]C(N[C@H](C(O)=O)CO)=O)(C)(C)C.NCC(OC(C)(C)C)=O>C(Cl)Cl>[C:8]([NH:7][CH:1]1[CH2:2][CH2:3][CH2:4][CH2:5][CH2:6]1)([NH:9][CH:10]1[CH2:15][CH2:14][CH2:13][CH2:12][CH2:11]1)=[O:20]. Procedure: Dicyclohexylcarbodiimide (6.81 g) is added to a solution, cooled to 5° C., of N-t-butoxycarbonyl-L-serine (6.16 g) and t-butyl glycinate (3.93 g) in methylene chloride (100 cc). The reaction mixture is stirred for 30 minutes at 5° C. and then for 18 hours at about 20° C. The precipitate of dicyclohexylurea formed is filtered off and washed twice with methylene chloride (40 cc in total). The combined organic phases are washed successively 3 times with a saturated solution of sodium bicarbonate (9... RXN SMILES: [CH3:27][C:28](=[O:29])[OH:30].[N+:1]([O-:2])(=[O:3])[c:4]1[cH:5][cH:6][c:7]([C:8](=[O:9])[N:10]2[c:11]3[c:12]([cH:21][cH:22][cH:23][cH:24]3)[CH2:13][c:14]3[c:15]([cH:17][cH:18][cH:19][cH:20]3)[CH2:16]2)[cH:25][cH:26]1>>[NH2:1][c:4]1[cH:5][cH:6][c:7]([C:8](=[O:9])[N:10]2[c:11]3[c:12]([cH:21][cH:22][cH:23][cH:24]3)[CH2:13][c:14]3[c:15]([cH:17][cH:18][cH:19][cH:20]3)[CH2:16]2)[cH:25][cH:26]1. Yields the product Nc1ccc(C(=O)N2Cc3ccccc3Cc3ccccc32)cc1. The reactants are CC(=O)O, O=C(c1ccc([N+](=O)[O-])cc1)N1Cc2ccccc2Cc2ccccc21. The reactants are [H-].[Na+] (sodium hydride), C(C)(C)OC(=O)N1[C@H]([C@H](C[C@H]1CC)NC1=NC=C(C=N1)Br)CC1=CC=CC=C1 ((2S,3S,5R)-2-benzyl-3-(5-bromo-pyrimidin-2-ylamino)-5-ethyl-pyrrolidine-1-carboxylic acid isopropyl ester), [H-].[Na+] (sodium hydride), ClC=1C=C(CBr)C=C(C1)C(F)(F)F (3-chloro-5-trifluoromethylbenzyl bromide). Solvent: CN(C)C=O (DMF). Reaction conditions: time 3.5 hour. Yields the product C(C)(C)OC(=O)N1[C@H]([C@H](C[C@H]1CC)N(CC1=CC(=CC(=C1)C(F)(F)F)Cl)C1=NC=C(C=N1)Br)CC1=CC=CC=C1 ((2S,3S,5R)-2-Benzyl-3-[(5-bromo-pyrimidin-2-yl)-(3-chloro-5-trifluoromethyl-benzyl)-amino]-5-ethyl-pyrrolidine-1-carboxylic acid isopropyl ester). The yield is 73.2%. RXN SMILES: [CH:1]([O:4][C:5]([N:7]1[C@H:11]([CH2:12][CH3:13])[CH2:10][C@H:9]([NH:14][C:15]2[N:20]=[CH:19][C:18]([Br:21])=[CH:17][N:16]=2)[C@@H:8]1[CH2:22][C:23]1[CH:28]=[CH:27][CH:26]=[CH:25][CH:24]=1)=[O:6])([CH3:3])[CH3:2].[H-].[Na+].[Cl:31][C:32]1[CH:33]=[C:34]([CH:37]=[C:38]([C:40]([F:43])([F:42])[F:41])[CH:39]=1)[CH2:35]Br>CN(C=O)C>[CH:1]([O:4][C:5]([N:7]1[C@H:11]([CH2:12][CH3:13])[CH2:10][C@H:9]([N:14]([C:15]2[N:20]=[CH:19][C:18]([Br:21])=[CH:17][N:16]=2)[CH2:35][C:34]2[CH:37]=[C:38]([C:40]([F:41])([F:42])[F:43])[CH:39]=[C:32]([Cl:31])[CH:33]=2)[C@@H:8]1[CH2:22][C:23]1[CH:28]=[CH:27][CH:26]=[CH:25][CH:24]=1)=[O:6])([CH3:2])[CH3:3] |f:1.2|. Procedure details: To a suspension of (2S,3S,5R)-2-benzyl-3-(5-bromo-pyrimidin-2-ylamino)-5-ethyl-pyrrolidine-1-carboxylic acid isopropyl ester (0.064 mmol; 28.6 mg) and sodium hydride (60% dispersion in mineral oil, 0.19 mmol; 7.6 mg) in DMF (0.6 mL) is added 3-chloro-5-trifluoromethylbenzyl bromide (0.13 mmol; 35.6 mg) at room temperature under N2. After 3.5 hours, additional sodium hydride (60% dispersion in mineral oil, 0.19 mmol; 7.6 mg) is added to the suspension. The reaction mixture is stirred for 20 minut... Reactants: [OH-].[Na+] (Sodium hydroxide), Cl (hydrogen chloride), ClC=1C=C(C=C(C1)Cl)[C@@H]1N(CC[C@@H](C1)C(CC(=O)OCC)=O)C(=O)OC (Cis-methyl 2-(3,5-dichlorophenyl)-4-(3-ethoxy-3-oxopropanoyl)piperidine-1-carboxylate), NO (Hydroxylamine). Run in O (water), CO (MeOH). Reaction conditions: temperature -40 celsius, time 20 minute. Product: ClC=1C=C(C=C(C1)Cl)[C@@H]1N(CC[C@@H](C1)C1=CC(NO1)=O)C(=O)OC (Cis-methyl 2-(3,5-dichlorophenyl)-4-(3-oxo-2,3-dihydroisoxazol-5-yl)piperidine-1-carboxylate). Yield: 60.7%. As a reaction SMILES: [Cl:1][C:2]1[CH:3]=[C:4]([C@H:9]2[CH2:14][C@@H:13]([C:15](=[O:22])[CH2:16][C:17](OCC)=[O:18])[CH2:12][CH2:11][N:10]2[C:23]([O:25][CH3:26])=[O:24])[CH:5]=[C:6]([Cl:8])[CH:7]=1.[OH-].[Na+].[NH2:29]O.Cl>CO.O>[Cl:1][C:2]1[CH:3]=[C:4]([C@H:9]2[CH2:14][C@@H:13]([C:15]3[O:22][NH:29][C:17](=[O:18])[CH:16]=3)[CH2:12][CH2:11][N:10]2[C:23]([O:25][CH3:26])=[O:24])[CH:5]=[C:6]([Cl:8])[CH:7]=1 |f:1.2|. Reported procedure: Cis-methyl 2-(3,5-dichlorophenyl)-4-(3-ethoxy-3-oxopropanoyl)piperidine-1-carboxylate (3.57 g, 8.87 mmol) was dissolved in MeOH (36.4 mL) and cooled to −40° C. under nitrogen. Sodium hydroxide (2.335 mL, 8.87 mmol) in water (3.64 mL) was added and the mixture stirred at −40° C. for 20 min. Hydroxylamine (50% by weight in water, 0.544 mL, 8.87 mmol) was added and stirring continued at −40° C. for 3.5 h. The reaction mixture was then transferred to a preheated 80° C. solution of 6 M hydrogen chlor... The reactants are BrCCCCOC=1C=CC2=C(SC=C2C2=CC=C(C=C2)Br)C1 (6-(4-Bromo-butoxy)-3-(4-bromo-phenyl)-benzo[b]thiophene), COCCNCCOC (bis(2-methoxyethyl)amine). Yields the product BrC1=CC=C(C=C1)C=1C2=C(SC1)C=C(C=C2)OCCCCN(CCOC)CCOC ({4-[3-(4-Bromo-phenyl)-benzo[b]thiophen-6-yloxy]-butyl}-bis-(2-methoxy-ethyl)-amine). RXN SMILES: Br[CH2:2][CH2:3][CH2:4][CH2:5][O:6][C:7]1[CH:8]=[CH:9][C:10]2[C:14]([C:15]3[CH:20]=[CH:19][C:18]([Br:21])=[CH:17][CH:16]=3)=[CH:13][S:12][C:11]=2[CH:22]=1.[CH3:23][O:24][CH2:25][CH2:26][NH:27][CH2:28][CH2:29][O:30][CH3:31]>>[Br:21][C:18]1[CH:19]=[CH:20][C:15]([C:14]2[C:10]3[CH:9]=[CH:8][C:7]([O:6][CH2:5][CH2:4][CH2:3][CH2:2][N:27]([CH2:28][CH2:29][O:30][CH3:31])[CH2:26][CH2:25][O:24][CH3:23])=[CH:22][C:11]=3[S:12][CH:13]=2)=[CH:16][CH:17]=1. Procedure: According to the method in example 29, 6-(4-Bromo-butoxy)-3-(4-bromo-phenyl)-benzo[b]thiophene and bis(2-methoxyethyl)amine were converted to yield {4-[3-(4-Bromo-phenyl)-benzo[b]thiophen-6-yloxy]-butyl}-bis-(2-methoxy-ethyl)-amine as light brown oil, MS: 492 (MH+, 1Br). RXN SMILES: [NH2:1][C:2]1[N:6]([C:7]2[C:12]([Cl:13])=[CH:11][C:10]([C:14]([F:17])([F:16])[F:15])=[CH:9][C:8]=2[Cl:18])[N:5]=[C:4]([C:19]#[N:20])[C:3]=1I.C(=O)([O-])O.[Na+].[Cl:27][C:28]1[CH:29]=[C:30](B(O)O)[CH:31]=[C:32]([Cl:34])[CH:33]=1.CCOCC>C1(C)C=CC=CC=1.C(O)C.C1C=CC([P]([Pd]([P](C2C=CC=CC=2)(C2C=CC=CC=2)C2C=CC=CC=2)([P](C2C=CC=CC=2)(C2C=CC=CC=2)C2C=CC=CC=2)[P](C2C=CC=CC=2)(C2C=CC=CC=2)C2C=CC=CC=2)(C2C=CC=CC=2)C2C=CC=CC=2)=CC=1.O>[NH2:1][C:2]1[N:6]([C:7]2[C:12]([Cl:13])=[CH:11][C:10]([C:14]([F:17])([F:16])[F:15])=[CH:9][C:8]=2[Cl:18])[N:5]=[C:4]([C:19]#[N:20])[C:3]=1[C:30]1[CH:29]=[C:28]([Cl:27])[CH:33]=[C:32]([Cl:34])[CH:31]=1 |f:1.2,^1:56,58,77,96|. Procedure details: To a rapidly stirred solution of 5-amino-3-cyano-1-(2,6-dichloro-4-trifluoromethylphenyl)-4-iodopyrazole (0.25 g) in toluene (2 ml) containing tetrakis(triphenylphosphine)palladium(0) (0.02 g) wAas added saturated aqueous sodium hydrogen carbonate solution (1 ml) and a solution of 3,5-dichlorophenylboronic acid (0.24 g) in ethanol (1 ml). The mixture was heated under reflux for 3 hours, then left at room temperature overnight and then poured into ether (25 ml) and water (25 ml). The organic laye... Product: NC1=C(C(=NN1C1=C(C=C(C=C1Cl)C(F)(F)F)Cl)C#N)C1=CC(=CC(=C1)Cl)Cl (5-Amino-3-cyano-4-(3,5-dichloropbenyl)-1-(2,6-dichloro-4-trifluoromethylphenyl)pyrazole). The reagents and catalysts are C=1C=CC(=CC1)[P](C=2C=CC=CC2)(C=3C=CC=CC3)[Pd]([P](C=4C=CC=CC4)(C=5C=CC=CC5)C=6C=CC=CC6)([P](C=7C=CC=CC7)(C=8C=CC=CC8)C=9C=CC=CC9)[P](C=1C=CC=CC1)(C=1C=CC=CC1)C=1C=CC=CC1 (tetrakis(triphenylphosphine)palladium(0)). Reactants: CCOCC (ether), NC1=C(C(=NN1C1=C(C=C(C=C1Cl)C(F)(F)F)Cl)C#N)I (5-amino-3-cyano-1-(2,6-dichloro-4-trifluoromethylphenyl)-4-iodopyrazole), C(O)([O-])=O.[Na+] (sodium hydrogen carbonate), ClC=1C=C(C=C(C1)Cl)B(O)O (3,5-dichlorophenylboronic acid). Run in O (water), C1(=CC=CC=C1)C (toluene), C(C)O (ethanol). Conditions: time 8 hour. Starting materials: ClC=1C=CC2=C(C1)C1=NC=CC=C1O2 (8-chlorobenzofuro[3,2-b]pyridine), C1=CC=CC=2C3=CC=CC=C3N(C12)C=1C=CC=2NC3=CC=CC=C3C2C1 (3-(9-carbazolyl)carbazole), P(C(C)(C)C)(C(C)(C)C)C(C)(C)C (P(t-Bu)3), [K] (potassium). Reagents/catalysts: CC(=O)[O-].CC(=O)[O-].[Pd+2] (Pd(OAc)2). Run in C=1(C(=CC=CC1)C)C (xylene). Run at time 24 hour. The product is C1=CC(=CC=2C3=CC=CC=C3N(C12)C=1C=CC2=C(C1)C1=NC=CC=C1O2)N2C1=CC=CC=C1C=1C=CC=CC21 (8-(9H-3,9′-bicarbazol-9-yl)benzofuro[3,2-b]pyridine). The yield is 50.0%. RXN SMILES: Cl[C:2]1[CH:3]=[CH:4][C:5]2[O:14][C:13]3[C:8](=[N:9][CH:10]=[CH:11][CH:12]=3)[C:6]=2[CH:7]=1.[CH:15]1[C:27]2[N:26]([C:28]3[CH:29]=[CH:30][C:31]4[NH:32][C:33]5[C:38]([C:39]=4[CH:40]=3)=[CH:37][CH:36]=[CH:35][CH:34]=5)[C:25]3[C:20](=[CH:21][CH:22]=[CH:23][CH:24]=3)[C:19]=2[CH:18]=[CH:17][CH:16]=1.P(C(C)(C)C)(C(C)(C)C)C(C)(C)C.[K]>CC([O-])=O.CC([O-])=O.[Pd+2].C1(C)C(C)=CC=CC=1>[CH:30]1[C:31]2[N:32]([C:2]3[CH:3]=[CH:4][C:5]4[O:14][C:13]5[C:8](=[N:9][CH:10]=[CH:11][CH:12]=5)[C:6]=4[CH:7]=3)[C:33]3[C:38](=[CH:37][CH:36]=[CH:35][CH:34]=3)[C:39]=2[CH:40]=[C:28]([N:26]2[C:25]3[CH:24]=[CH:23][CH:22]=[CH:21][C:20]=3[C:19]3[C:27]2=[CH:15][CH:16]=[CH:17][CH:18]=3)[CH:29]=1 |f:4.5.6,^1:53|. Procedure: The 100 mL round bottom flask, equipped with magnetic stirrer and refluxed condenser, was charged with 8-chlorobenzofuro[3,2-b]pyridine (2.04 g, 10 mmol), 3-(9-carbazolyl)carbazole (3.32 g, 10 mmol), Pd(OAc)2 (450 mg, 20 mol %), P(t-Bu)3 (10 mL of 1M solution in toluene, 10 mmol), potassium tert-buthoxide (1.92 g, 1.5 eq) and 150 ml of xylene. The flask was filled with nitrogen, and the reaction mixture was heated to reflux and stirred under nitrogen atmosphere for 24 hours. Then reaction was co... Reactants: C1CCNC1, CC#N, CCOCC12Cc3cnn(-c4ccc(F)cc4)c3C=C1CCN(S(=O)(=O)c1ccc(Cl)nc1)C2. Yields the product CCOCC12Cc3cnn(-c4ccc(F)cc4)c3C=C1CCN(S(=O)(=O)c1ccc(N3CCCC3)nc1)C2. RXN SMILES: [CH2:35]1[CH2:36][CH2:37][NH:38][CH2:39]1.[CH3:40][C:41]#[N:42].[Cl:1][c:2]1[cH:3][cH:4][c:5]([S:8](=[O:9])(=[O:10])[N:11]2[CH2:12][C:13]3([CH2:31][O:32][CH2:33][CH3:34])[CH2:14][c:15]4[c:16]([n:21](-[c:24]5[cH:25][cH:26][c:27]([F:30])[cH:28][cH:29]5)[n:22][cH:23]4)[CH:17]=[C:18]3[CH2:19][CH2:20]2)[cH:6][n:7]1>>[c:2]1([N:38]2[CH2:37][CH2:36][CH2:35][CH2:39]2)[cH:3][cH:4][c:5]([S:8](=[O:9])(=[O:10])[N:11]2[CH2:12][C:13]3([CH2:31][O:32][CH2:33][CH3:34])[CH2:14][c:15]4[c:16]([n:21](-[c:24]5[cH:25][cH:26][c:27]([F:30])[cH:28][cH:29]5)[n:22][cH:23]4)[CH:17]=[C:18]3[CH2:19][CH2:20]2)[cH:6][n:7]1. Reactants: COC(=O)C(C(C)C)S(=O)(=O)Nc1nc(OC)cc(OC)n1, C[O-], CN(C)C=O, CO, NC=O, Cl, [Na+], O. Yields the product COc1cc(OC)nc(NS(=O)(=O)C(C(N)=O)C(C)C)n1. As a reaction SMILES: [CH3:1][O:2][c:3]1[n:4][c:5]([NH:11][S:12](=[O:13])(=[O:14])[CH:15]([C:16](=[O:17])[O:18][CH3:19])[CH:20]([CH3:21])[CH3:22])[n:6][c:7]([O:9][CH3:10])[cH:8]1.[CH3:26][O-:27].[CH3:30][N:31]([CH3:32])[CH:33]=[O:34].[CH3:36][OH:37].[CH:23](=[O:24])[NH2:25].[ClH:29].[Na+:28].[OH2:35]>>[CH3:1][O:2][c:3]1[n:4][c:5]([NH:11][S:12](=[O:13])(=[O:14])[CH:15]([C:16](=[O:17])[NH2:25])[CH:20]([CH3:21])[CH3:22])[n:6][c:7]([O:9][CH3:10])[cH:8]1. Reactants: C(C1=CC=CC=C1)OCCN1C2=C(C3=C([C@@H](C1=O)NC([C@](C(=O)O)(C)F)=O)C=CC=C3)C=CC=C2 ((S)—N—[(S)-5-(2-benzyloxy-ethyl)-6-oxo-6,7-dihydro-5H-dibenzo[b,d]azepin-7-yl]-2-fluoro-2-methyl-malonamic acid), FC(CN)(F)F (2,2,2-trifluoroethylamine), oil. The product is C(C1=CC=CC=C1)OCCN1C2=C(C3=C([C@@H](C1=O)NC([C@](C(=O)NCC(F)(F)F)(C)F)=O)C=CC=C3)C=CC=C2 ((R)—N—[(S)-5-(2-Benzyloxy-ethyl)-6-oxo-6,7-dihydro-5H-dibenzo[b,d]azepin-7-yl]-2-fluoro-2-methyl-N′-(2,2,2-trifluoro-ethyl)-malonamide). RXN SMILES: [CH2:1]([O:8][CH2:9][CH2:10][N:11]1[C:17](=[O:18])[C@@H:16]([NH:19][C:20](=[O:27])[C@@:21]([F:26])([CH3:25])[C:22](O)=[O:23])[C:15]2[CH:28]=[CH:29][CH:30]=[CH:31][C:14]=2[C:13]2[CH:32]=[CH:33][CH:34]=[CH:35][C:12]1=2)[C:2]1[CH:7]=[CH:6][CH:5]=[CH:4][CH:3]=1.[F:36][C:37]([F:41])([F:40])[CH2:38][NH2:39]>>[CH2:1]([O:8][CH2:9][CH2:10][N:11]1[C:17](=[O:18])[C@@H:16]([NH:19][C:20](=[O:27])[C@@:21]([F:26])([CH3:25])[C:22]([NH:39][CH2:38][C:37]([F:41])([F:40])[F:36])=[O:23])[C:15]2[CH:28]=[CH:29][CH:30]=[CH:31][C:14]=2[C:13]2[CH:32]=[CH:33][CH:34]=[CH:35][C:12]1=2)[C:2]1[CH:7]=[CH:6][CH:5]=[CH:4][CH:3]=1. Procedure details: Using (S)—N—[(S)-5-(2-benzyloxy-ethyl)-6-oxo-6,7-dihydro-5H-dibenzo[b,d]azepin-7-yl]-2-fluoro-2-methyl-malonamic acid and 2,2,2-trifluoroethylamine, the title compound was prepared in the same manner as described for example 1c. Colorless, viscous oil (73%). MS: m/e=558(M+H+).